Task: describe an organic reaction: reactants, conditions, products, and yield. Dataset: the Open Reaction Database (ORD), a public repository of structured organic reaction records The reactants are CCOC(C)=O, CC(C)O, Cl, COC(=O)c1ccc(Sc2ccccc2)cc1Nc1ccc(F)cc1, [Na+], [OH-]. The product is O=C(O)c1ccc(Sc2ccccc2)cc1Nc1ccc(F)cc1. Reaction SMILES: [CH3:33][CH2:34][O:35][C:36](=[O:37])[CH3:38].[CH3:3][CH:4]([OH:5])[CH3:6].[ClH:32].[F:7][c:8]1[cH:9][cH:10][c:11]([NH:12][c:13]2[c:14]([C:15](=[O:16])[O:17][CH3:18])[cH:19][cH:20][c:21]([S:23][c:24]3[cH:25][cH:26][cH:27][cH:28][cH:29]3)[cH:22]2)[cH:30][cH:31]1.[Na+:2].[OH-:1]>>[F:7][c:8]1[cH:9][cH:10][c:11]([NH:12][c:13]2[c:14]([C:15](=[O:16])[OH:17])[cH:19][cH:20][c:21]([S:23][c:24]3[cH:25][cH:26][cH:27][cH:28][cH:29]3)[cH:22]2)[cH:30][cH:31]1. Procedure: 6,7,8,9-Tetrahydro-3-methyl-5H-cyclohepta[b]pyridine (4.42 g, 0.025 m) in tetrahydrofuran (50 ml) was cooled to -40° C. under nitrogen and treated with n-butyl lithium in n-hexane (1.57 molar soln, 16 ml) and allowed to warm to 0° C. The solution was cooled to -70° C. and treated with a solution of benzaldehyde (4 ml) in tetrahydrofuran (10 ml) and allowed to warm to room temperature, then water and diethyl ether were added. The organic phase was separated and extracted with 2N hydrochloric acid... The solvent is CCCCCC (n-hexane), CCCCCC (n-hexane), O1CCCC1 (tetrahydrofuran), O1CCCC1 (tetrahydrofuran), C(C)OCC (diethyl ether). Reactants: C(CCC)[Li] (n-butyl lithium), C(C1=CC=CC=C1)=O (benzaldehyde), CC=1C=C2C(=NC1)CCCCC2 (6,7,8,9-Tetrahydro-3-methyl-5H-cyclohepta[b]pyridine), O (water). Reaction conditions: temperature 0 celsius. Product: CC=1C=C2C(=NC1C(O)C1=CC=CC=C1)CCCCC2 (1-(6,7,8,9-tetrahydro-3-methyl-5H-cyclohepta[b]pyrid-2-yl)-1-phenylmethanol). Reaction SMILES: [CH3:1][C:2]1[CH:3]=[C:4]2[CH2:12][CH2:11][CH2:10][CH2:9][CH2:8][C:5]2=[N:6][CH:7]=1.C([Li])CCC.[CH:18](=[O:25])[C:19]1[CH:24]=[CH:23][CH:22]=[CH:21][CH:20]=1.O>O1CCCC1.CCCCCC.C(OCC)C>[CH3:1][C:2]1[CH:3]=[C:4]2[CH2:12][CH2:11][CH2:10][CH2:9][CH2:8][C:5]2=[N:6][C:7]=1[CH:18]([C:19]1[CH:24]=[CH:23][CH:22]=[CH:21][CH:20]=1)[OH:25]. The reactants are O=C([O-])O, CC1COCCN1c1cc(CS(=O)(=O)C2CC2)nc(-c2ccc(N)cc2)n1, O=C(Cl)Oc1ccccc1, [Na+], C1COCCO1. Product: CC1COCCN1c1cc(CS(=O)(=O)C2CC2)nc(-c2ccc(NC(=O)Oc3ccccc3)cc2)n1. As a reaction SMILES: [C:38](=[O:39])([OH:40])[O-:41].[CH:11]1([S:14](=[O:15])(=[O:16])[CH2:17][c:18]2[n:19][c:20](-[c:31]3[cH:32][cH:33][c:34]([NH2:35])[cH:36][cH:37]3)[n:21][c:22]([N:24]3[CH:25]([CH3:30])[CH2:26][O:27][CH2:28][CH2:29]3)[cH:23]2)[CH2:12][CH2:13]1.[Cl:1][C:2](=[O:3])[O:4][c:5]1[cH:6][cH:7][cH:8][cH:9][cH:10]1.[Na+:42].[O:43]1[CH2:44][CH2:45][O:46][CH2:47][CH2:48]1>>[C:2](=[O:3])([O:4][c:5]1[cH:6][cH:7][cH:8][cH:9][cH:10]1)[NH:35][c:34]1[cH:33][cH:32][c:31](-[c:20]2[n:19][c:18]([CH2:17][S:14]([CH:11]3[CH2:12][CH2:13]3)(=[O:15])=[O:16])[cH:23][c:22]([N:24]3[CH:25]([CH3:30])[CH2:26][O:27][CH2:28][CH2:29]3)[n:21]2)[cH:37][cH:36]1. The reactants are C(C)(=O)OCC (ethyl acetate), C(C)(=O)O (acetic acid), S(=O)(=O)(O)[O-].[K+] (potassium hydrogen sulfate), C(C)(=O)SCC(C(=O)N[C@@H](CC1=CNC2=CC=CC=C12)C(=O)O)C(F)(F)F (N-[2-[(Acetylthio)methyl]-3,3,3-trifluoro-1-oxopropyl]-L-tryptophan), compound. The solvent is hexanes, CO (methanol), [OH-].[NH4+] (ammonium hydroxide), O (water). Reaction conditions: time 13.5 minute. Yields the product FC(C(C(=O)N[C@@H](CC1=CNC2=CC=CC=C12)C(=O)O)CS)(F)F (N-[3,3,3-trifluoro-2-(mercaptomethyl)-1-oxopropyl]-L-tryptophan). As a reaction SMILES: C([S:4][CH2:5][CH:6]([C:24]([F:27])([F:26])[F:25])[C:7]([NH:9][C@H:10]([C:21]([OH:23])=[O:22])[CH2:11][C:12]1[C:20]2[C:15](=[CH:16][CH:17]=[CH:18][CH:19]=2)[NH:14][CH:13]=1)=[O:8])(=O)C.S([O-])(O)(=O)=O.[K+].C(OCC)(=O)C.C(O)(=O)C>[OH-].[NH4+].O.CO>[F:27][C:24]([F:25])([F:26])[CH:6]([CH2:5][SH:4])[C:7]([NH:9][C@H:10]([C:21]([OH:23])=[O:22])[CH2:11][C:12]1[C:20]2[C:15](=[CH:16][CH:17]=[CH:18][CH:19]=2)[NH:14][CH:13]=1)=[O:8] |f:1.2,5.6|. Procedure: A suspension of the product of Example 7 (2.6 g., 6.5 mmol.) in 4.25 mL of concentrated ammonium hydroxide and 9.3 mL of water was stirred at room temperature under argon for 12-15 minutes. The resulting solution was acidified with 200 mL of 5% potassium hydrogen sulfate and extracted with ethyl acetate (5×50 mL). The combined ethyl acetate extract was washed with brine, dried (MgSO4) and evaporated to give 2.4 g. of a light yellow solid. This material was combined with an additional 80 mg. of c...